This data is from the Open Reaction Database (ORD), a public repository of structured organic reaction records. The task is: describe an organic reaction: reactants, conditions, products, and yield Starting materials: CC(C)(C)NS(=O)(=O)c1sccc1C#N, O=C(O)C(F)(F)F. Yields the product N#Cc1ccsc1S(N)(=O)=O. As a reaction SMILES: [C:1](#[N:2])[c:3]1[c:4]([S:8](=[O:9])(=[O:10])[NH:11][C:12]([CH3:13])([CH3:14])[CH3:15])[s:5][cH:6][cH:7]1.[OH:16][C:17]([C:18]([F:19])([F:20])[F:21])=[O:22]>>[C:1](#[N:2])[c:3]1[c:4]([S:8](=[O:9])(=[O:10])[NH2:11])[s:5][cH:6][cH:7]1. Starting materials: Cl (hydrochloric acid), CN1C(=NN=C1)S (4-methyl-4H-1,2,4-triazole-3-thiol), CC(C)([O-])C.[K+] (potassium t-butoxide), ClC1=CC=C(C(=N1)C(=O)NC1=NC(=NS1)C)SC1=CC=C(C=C1)O (6-chloro-3-[(4-hydroxyphenyl)thio]-N-(3-methyl-1,2,4-thiadiazol-5-yl)pyridine-2-carboxamide). The solvent is O (water), C(Cl)(Cl)Cl (chloroform), CC(=O)N(C)C (dimethylacetamide). Reaction conditions: temperature 160 celsius. Product: OC1=CC=C(C=C1)SC=1C(=NC(=CC1)SC1=NN=CN1C)C(=O)NC1=NC(=NS1)C (3-[(4-hydroxyphenyl)thio]-N-(3-methyl-1,2,4-thiadiazol-5-yl)-6-[(4-methyl-4H-1,2,4-triazol-3-yl)thio]pyridine-2-carboxamide). Yield: 63.7%. RXN SMILES: [CH3:1][N:2]1[CH:6]=[N:5][N:4]=[C:3]1[SH:7].CC(C)([O-])C.[K+].Cl[C:15]1[N:20]=[C:19]([C:21]([NH:23][C:24]2[S:28][N:27]=[C:26]([CH3:29])[N:25]=2)=[O:22])[C:18]([S:30][C:31]2[CH:36]=[CH:35][C:34]([OH:37])=[CH:33][CH:32]=2)=[CH:17][CH:16]=1.Cl>O.C(Cl)(Cl)Cl.CC(N(C)C)=O>[OH:37][C:34]1[CH:35]=[CH:36][C:31]([S:30][C:18]2[C:19]([C:21]([NH:23][C:24]3[S:28][N:27]=[C:26]([CH3:29])[N:25]=3)=[O:22])=[N:20][C:15]([S:7][C:3]3[N:2]([CH3:1])[CH:6]=[N:5][N:4]=3)=[CH:16][CH:17]=2)=[CH:32][CH:33]=1 |f:1.2|. Procedure: 20 g of 4-methyl-4H-1,2,4-triazole-3-thiol and 19 g of potassium t-butoxide were added to a dimethylacetamide (130 ml) solution of 13 g of 6-chloro-3-[(4-hydroxyphenyl)thio]-N-(3-methyl-1,2,4-thiadiazol-5-yl)pyridine-2-carboxamide, and stirred under heat at 160° C. for 8 hours. At room temperature, chloroform and water were added to it, and its pH was controlled to 3 with aqueous 1 N hydrochloric acid solution added thereto. This was extracted with chloroform, and the organic layer was washed wi... The reactants are C([O-])(O)=O.[Na+] (sodium bicarbonate), NOS(=O)(=O)O (hydroxylamine-O-sulfonic acid), CN(C=CC(=O)C1=CC=C(C=C1)C)C (3-dimethylamino-1-p-tolylprop-2-en-1-one). Solvent: O (water), CO (methanol), CO (methanol). Run at time 20 minute. Yields the product CC1=CC=C(C=C1)C1=CC=NO1 (5-(4-methylphenyl)-isoxazole). RXN SMILES: NOS(O)(=O)=O.C[N:8](C)[CH:9]=[CH:10][C:11]([C:13]1[CH:18]=[CH:17][C:16]([CH3:19])=[CH:15][CH:14]=1)=[O:12].C(=O)(O)[O-].[Na+]>CO.O>[CH3:19][C:16]1[CH:17]=[CH:18][C:13]([C:11]2[O:12][N:8]=[CH:9][CH:10]=2)=[CH:14][CH:15]=1 |f:2.3|. Procedure details: At 0° C. a solution of hydroxylamine-O-sulfonic acid (93 g) in dry methanol (700 ml) is added over 2 min to a solution of crude 3-dimethylamino-1-p-tolylprop-2-en-1-one (148 g) in dry methanol (1 l). The mixture is stirred at ambient temperature for 20 min, then carefully poured into a solution of sodium bicarbonate (150 g) in water (1 l). After standing at room temperature over night (for convenience) the precipitate is collected and dried to give crude 5-(4-methylphenyl)-isoxazole. In order to... The reactants are [OH-].[Na+] (sodium hydroxide), C(C)(C)(C)C1=C(C=CC=C1)N1CCN(CC1)C(=O)C=1C=C(C=NC1)OCC(=O)OC(C)(C)C (tert-Butyl [(5-{[4-(2-tert-butylphenyl)piperazin-1-yl]carbonyl}pyridin-3-yl)oxy]acetate), FC(C(=O)O)(F)F (trifluoroacetic acid). The solvent is O (Water). Reaction conditions: time 3 hour. The product is C(C)(C)(C)C1=C(C=CC=C1)N1CCN(CC1)C(=O)C=1C=C(C=NC1)OCC(=O)O ([(5-{[4-(2-tert-Butylphenyl)piperazin-1-yl]carbonyl}pyridin-3-yl)oxy]acetic acid). The yield is 92.4%. As a reaction SMILES: [C:1]([C:5]1[CH:10]=[CH:9][CH:8]=[CH:7][C:6]=1[N:11]1[CH2:16][CH2:15][N:14]([C:17]([C:19]2[CH:20]=[C:21]([O:25][CH2:26][C:27]([O:29]C(C)(C)C)=[O:28])[CH:22]=[N:23][CH:24]=2)=[O:18])[CH2:13][CH2:12]1)([CH3:4])([CH3:3])[CH3:2].FC(F)(F)C(O)=O.[OH-].[Na+]>O>[C:1]([C:5]1[CH:10]=[CH:9][CH:8]=[CH:7][C:6]=1[N:11]1[CH2:16][CH2:15][N:14]([C:17]([C:19]2[CH:20]=[C:21]([O:25][CH2:26][C:27]([OH:29])=[O:28])[CH:22]=[N:23][CH:24]=2)=[O:18])[CH2:13][CH2:12]1)([CH3:4])([CH3:2])[CH3:3] |f:2.3|. Procedure details: A mixture of tert-butyl [(5-{[4-(2-tert-butylphenyl)piperazin-1-yl]carbonyl}pyridin-3-yl)oxy]acetate obtained in Example 35 (500 mg) and trifluoroacetic acid (7 mL) was stirred at room temperature for 3 h. Water was added to the reaction solution, and subsequently 1 M sodium hydroxide solution was added to the mixture to pH 5-6. The resulting precipitate was collected and dried under reduced pressure to provide the title compound (405 mg, 93%) as crystals. Starting materials: CC(C)O, CS(=O)(=O)C1CCC(N)CC1, CCN(C(C)C)C(C)C, O=C(O)C(F)(F)F, O=[N+]([O-])c1cnc2c(ccn2S(=O)(=O)c2ccccc2)c1Cl. The product is CS(=O)(=O)C1CCC(Nc2c([N+](=O)[O-])cnc3c2ccn3S(=O)(=O)c2ccccc2)CC1. As a reaction SMILES: [CH3:50][CH:51]([OH:52])[CH3:53].[CH3:8][S:9](=[O:10])(=[O:11])[CH:12]1[CH2:13][CH2:14][CH:15]([NH2:18])[CH2:16][CH2:17]1.[CH:41]([N:42]([CH:43]([CH3:44])[CH3:45])[CH2:46][CH3:47])([CH3:48])[CH3:49].[F:1][C:2]([F:3])([F:4])[C:5]([OH:6])=[O:7].[c:19]1([S:25](=[O:26])(=[O:27])[n:28]2[cH:29][cH:30][c:31]3[c:32]2[n:33][cH:34][c:35]([N+:38](=[O:39])[O-:40])[c:36]3[Cl:37])[cH:20][cH:21][cH:22][cH:23][cH:24]1>>[CH3:8][S:9](=[O:10])(=[O:11])[CH:12]1[CH2:13][CH2:14][CH:15]([NH:18][c:36]2[c:31]3[cH:30][cH:29][n:28]([S:25]([c:19]4[cH:20][cH:21][cH:22][cH:23][cH:24]4)(=[O:26])=[O:27])[c:32]3[n:33][cH:34][c:35]2[N+:38](=[O:39])[O-:40])[CH2:16][CH2:17]1. Reactants: C(C1=CC=CC=C1)OC1=C(C=C2C(NC=NC2=C1)=O)OC (7-benzyloxy-6-methoxy-3,4-dihydroquinazolin-4-one), C(C)(=O)OC(C)=O (acetic anhydride), C(C)(=O)[O-].[Na+] (sodium acetate). The reagents and catalysts are [Pd] (palladium-on-charcoal). Solvent: C1(=CC=CC=C1)C (toluene). Reaction conditions: time 3 hour. Yields the product C(C)(=O)OC1=C(C=C2C(NC=NC2=C1)=O)OC (7-acetoxy-6-methoxy-3,4-dihydroquinazolin-4-one). Isolated yield 27.0%. As a reaction SMILES: [CH2:1]([O:8][C:9]1[CH:18]=[C:17]2[C:12]([C:13](=[O:19])[NH:14][CH:15]=[N:16]2)=[CH:11][C:10]=1[O:20][CH3:21])[C:2]1C=CC=CC=1.C(OC(=O)C)(=[O:24])C.C([O-])(=O)C.[Na+]>[Pd].C1(C)C=CC=CC=1>[C:1]([O:8][C:9]1[CH:18]=[C:17]2[C:12]([C:13](=[O:19])[NH:14][CH:15]=[N:16]2)=[CH:11][C:10]=1[O:20][CH3:21])(=[O:24])[CH3:2] |f:2.3|. Procedure: A mixture of 7-benzyloxy-6-methoxy-3,4-dihydroquinazolin-4-one (5.0 g, mmol), (prepared as described for the starting material in Example 4), acetic anhydride (200 ml), sodium acetate (12 g), 10% palladium-on-charcoal catalyst (1.5 g) in toluene (100 ml) was stirred under an atmosphere of hydrogen for 3 hours. The mixture was filtered and the filtrate was evaporated. The residue was partitioned between a mixture of ethyl acetate (500 ml), methanol (20 ml) and water (300 ml). The organic phase wa... The reactants are C(C1=CC=CC=C1)N1CC(C(C1)C1=CC=CC=C1)C=O (1-Benzyl-3-(SR)-formyl-4-(SR)-phenylpyrrolidine), C1NCCC2=CC=CC=C12 (1, 2, 3, 4-tetrahydro-isoquinoline), C(C)(=O)O[BH-](OC(C)=O)OC(C)=O.[Na+] (sodium triacetoxyborohydride). The product is C(C1=CC=CC=C1)N1CC(C(C1)C1=CC=CC=C1)CN1CC2=CC=CC=C2CC1 (1-Benzyl-3-(SR)-(1, 2, 3, 4-tetrahydroisoquinolin-2-ylmethyl)-4-(SR)-phenylpyrrolidine). Procedure: The title compound was prepared from 20 mg of 1-Benzyl-3-(SR)-formyl-4-(SR)-phenylpyrrolidine, 0.010 mL of 1, 2, 3, 4-tetrahydro-isoquinoline and 25 mg of sodium triacetoxyborohydride using a procedure analogous to that described in Example 9, Step B to provide 25 mg of the title compound. RF : 0.51 (50% EtOAc in hexanes). 1H NMR (300 MHz, CDCl3): δ2.51-2.78 (m, 9H), 2.94-3.00 (m, 3H), 3.40-3.69 (m, 4H), 6.91-6.94 (m, 1H ), 7.02-7.38 (m, 13H). Mass spec. (ESI): 383.2 (M+H). RXN SMILES: [CH2:1]([N:8]1[CH2:12][CH:11]([C:13]2[CH:18]=[CH:17][CH:16]=[CH:15][CH:14]=2)[CH:10]([CH:19]=O)[CH2:9]1)[C:2]1[CH:7]=[CH:6][CH:5]=[CH:4][CH:3]=1.[CH2:21]1[C:30]2[C:25](=[CH:26][CH:27]=[CH:28][CH:29]=2)[CH2:24][CH2:23][NH:22]1.C(O[BH-](OC(=O)C)OC(=O)C)(=O)C.[Na+]>>[CH2:1]([N:8]1[CH2:12][CH:11]([C:13]2[CH:18]=[CH:17][CH:16]=[CH:15][CH:14]=2)[CH:10]([CH2:19][N:22]2[CH2:23][CH2:24][C:25]3[C:30](=[CH:29][CH:28]=[CH:27][CH:26]=3)[CH2:21]2)[CH2:9]1)[C:2]1[CH:7]=[CH:6][CH:5]=[CH:4][CH:3]=1 |f:2.3|. Procedure details: The compound of example 442 was prepared analogous to the compound of example 394 by hydrolysis of the compound of example 441. Product: ClC1=C(C=CC=C1)NC(NC1=C(C=C(C=C1)C1=CC=C2CN(C(C2=C1)=O)[C@H](C(=O)O)C(C)C)F)=O ((S)-2-(6-(4-(3-(2-Chlorophenyl)ureido)-3-fluorophenyl)-1-oxoisoindolin-2-yl)-3-methylbutanoic acid). The yield is 85.0%. RXN SMILES: ClC1C=CC=CC=1NC(=O)NC1C=CC(C2C=C3C(CN([C@@H](C(C)C)C(O)=O)C3=O)=CC=2)=NC=1.[Cl:35][C:36]1[CH:41]=[CH:40][CH:39]=[CH:38][C:37]=1[NH:42][C:43](=[O:70])[NH:44][C:45]1[CH:50]=[CH:49][C:48]([C:51]2[CH:59]=[C:58]3[C:54]([CH2:55][N:56]([C@@H:61]([CH:66]([CH3:68])[CH3:67])[C:62]([O:64]C)=[O:63])[C:57]3=[O:60])=[CH:53][CH:52]=2)=[CH:47][C:46]=1[F:69]>>[Cl:35][C:36]1[CH:41]=[CH:40][CH:39]=[CH:38][C:37]=1[NH:42][C:43](=[O:70])[NH:44][C:45]1[CH:50]=[CH:49][C:48]([C:51]2[CH:59]=[C:58]3[C:54]([CH2:55][N:56]([C@@H:61]([CH:66]([CH3:68])[CH3:67])[C:62]([OH:64])=[O:63])[C:57]3=[O:60])=[CH:53][CH:52]=2)=[CH:47][C:46]=1[F:69]. Reactants: ClC1=C(C=CC=C1)NC(NC=1C=CC(=NC1)C1=CC=C2CN(C(C2=C1)=O)[C@H](C(=O)O)C(C)C)=O ((S)-2-(6-(5-(3-(2-Chlorophenyl)ureido)pyridin-2-yl)-1-oxoisoindolin-2-yl)-3-methylbutanoic acid), ClC1=C(C=CC=C1)NC(NC1=C(C=C(C=C1)C1=CC=C2CN(C(C2=C1)=O)[C@H](C(=O)OC)C(C)C)F)=O ((S)-Methyl 2-(6-(4-(3-(2-chlorophenyl)ureido)-3-fluorophenyl)-1-oxoisoindolin-2-yl)-3-methylbutanoate). Reactants: O (water), Cl.NO (Hydroxylamine hydrochloride), C(C)(=O)[O-].[Na+] (sodium acetate), ClC=1C(=C(C=CC1Cl)C(C(C(=O)C1CC1)=COCC)=O)N(C(=O)OC)CC (1-[3,4-dichloro-2-(N-ethyl-N-methoxycarbonylamino)phenyl]-3-cyclopropyl-2-ethoxymethylenepropane-1,3-dione). Solvent: C(C)O (ethanol). The product is ClC=1C(=C(C(=O)C=2C=NOC2C2CC2)C=CC1Cl)N(C(=O)OC)CC (4-[3,4-dichloro-2-(N-ethyl-N-methoxycarbonylamino)benzoyl]-5-cyclopropylisoxazole). Yield: 40.9%. Reaction SMILES: Cl.[NH2:2]O.C([O-])(=O)C.[Na+].[Cl:9][C:10]1[C:11]([N:29]([CH2:34][CH3:35])[C:30]([O:32][CH3:33])=[O:31])=[C:12]([C:17](=[O:28])[C:18](=[CH:24]OCC)[C:19]([CH:21]2[CH2:23][CH2:22]2)=[O:20])[CH:13]=[CH:14][C:15]=1[Cl:16].O>C(O)C>[Cl:9][C:10]1[C:11]([N:29]([CH2:34][CH3:35])[C:30]([O:32][CH3:33])=[O:31])=[C:12]([CH:13]=[CH:14][C:15]=1[Cl:16])[C:17]([C:18]1[CH:24]=[N:2][O:20][C:19]=1[CH:21]1[CH2:23][CH2:22]1)=[O:28] |f:0.1,2.3|. Procedure: Hydroxylamine hydrochloride (0.53 g) and sodium acetate (0.63 g) were added to a stirred solution of 1-[3,4-dichloro-2-(N-ethyl-N-methoxycarbonylamino)phenyl]-3-cyclopropyl-2-ethoxymethylenepropane-1,3-dione (2.88 g) in ethanol. After 0.5 hours water was added, and the mixture extracted (dichloromethane), dried (magnesium sulphate) and evaporated to dryness. Purification by chromatography gave 4-[3,4-dichloro-2-(N-ethyl-N-methoxycarbonylamino)benzoyl]-5-cyclopropylisoxazole (compound number 2, 1... Reactants: NC1=C2C(C(=CN(C2=CC(=C1F)F)C1CC1)C(=O)OCC)=O (Ethyl 5-amino-1-cyclopropyl-6,7-difluoro-1,4-dihydro-4-oxoquinoline-3-carboxylate), C[C@@H]1CNC[C@@H](N1)C (cis-3,5-dimethylpiperazine). Product: NC1=C2C(C(=CN(C2=CC(=C1F)N1C[C@H](N[C@H](C1)C)C)C1CC1)C(=O)OCC)=O (ethyl 5-amino-1-cyclopropyl-6-fluoro-7-(cis-3,5-dimethyl-1-piperazinyl)-1,4-dihydro-4-oxoquinoline-3-carboxylate). As a reaction SMILES: [NH2:1][C:2]1[C:11]([F:12])=[C:10](F)[CH:9]=[C:8]2[C:3]=1[C:4](=[O:22])[C:5]([C:17]([O:19][CH2:20][CH3:21])=[O:18])=[CH:6][N:7]2[CH:14]1[CH2:16][CH2:15]1.[CH3:23][C@H:24]1[NH:29][C@@H:28]([CH3:30])[CH2:27][NH:26][CH2:25]1>>[NH2:1][C:2]1[C:11]([F:12])=[C:10]([N:26]2[CH2:25][C@H:24]([CH3:23])[NH:29][C@H:28]([CH3:30])[CH2:27]2)[CH:9]=[C:8]2[C:3]=1[C:4](=[O:22])[C:5]([C:17]([O:19][CH2:20][CH3:21])=[O:18])=[CH:6][N:7]2[CH:14]1[CH2:16][CH2:15]1. Procedure: Ethyl 5-amino-1-cyclopropyl-6,7-difluoro-1,4-dihydro-4-oxoquinoline-3-carboxylate and cis-3,5-dimethylpiperazine were reacted in the same way as in Example 4 to give ethyl 5-amino-1-cyclopropyl-6-fluoro-7-(cis-3,5-dimethyl-1-piperazinyl)-1,4-dihydro-4-oxoquinoline-3-carboxylate. It was recrystallized from ethyl acetate. m.p. 194°-196° C.